describe an organic reaction: reactants, conditions, products, and yield From a dataset of the Open Reaction Database (ORD), a public repository of structured organic reaction records. The reactants are C[O-].[Na+] (sodium methylate), C1(=CC=CC=C1)P(C1=CC=CC=C1)C1=CC=CC=C1 (triphenylphosphine), C1=CC=C2C(=C1)C(OC2=O)O (o-phthalaldehydic acid), ClC1=C(CCl)C=CC=C1 (2-chlorobenzyl chloride). Run in CO (methanol), CO (methanol). Conditions: temperature 0 celsius, time 1 minute. Product: ClC1=C(C=CC=C1)C=CC1=C(C(=O)O)C=CC=C1 (2-(2-chlorophenyl)ethenylbenzoic acid). Reaction SMILES: C1(P(C2C=CC=CC=2)C2C=CC=CC=2)C=CC=CC=1.[Cl:20][C:21]1[CH:28]=[CH:27][CH:26]=[CH:25][C:22]=1[CH2:23]Cl.[CH:29]1[CH:34]=[C:33]2[CH:35]([OH:39])[O:36][C:37](=O)[C:32]2=[CH:31][CH:30]=1.C[O-].[Na+]>CO>[Cl:20][C:21]1[CH:28]=[CH:27][CH:26]=[CH:25][C:22]=1[CH:23]=[CH:37][C:32]1[CH:31]=[CH:30][CH:29]=[CH:34][C:33]=1[C:35]([OH:39])=[O:36] |f:3.4|. Reported procedure: To 78 g (297 mmol) of triphenylphosphine in 150 ml of methanol were added dropwise with stirring 48.3 g (300 mmol) of 2-chlorobenzyl chloride, and the reaction mixture was heated under reflux for 2 hours. After the reaction mixture had been cooled down to 0° C., 46.4 g (309 mmol) of o-phthalaldehydic acid were added with stirring in the course of about 1 min. Thereafter 135 g (750 mmol) of a 30% strength solution of sodium methylate in methanol were added at 0°-10° C. with stirring in the course... The reactants are 2009147188 A1, B1(OC(C(O1)(C)C)(C)C)B2OC(C(O2)(C)C)(C)C (bis(pinacolato)diboron), 119b, C([O-])([O-])=O.[Na+].[Na+] (sodium carbonate), BrC1=CN(C=2N=CN=C(C21)N[C@@H](C)C2=NN1C(C(N2C2=CC=CC=C2)=O)=CC=C1)COCC[Si](C)(C)C ((S)-2-(1-((5-Bromo-7-((2-(trimethylsilyl)ethoxy)methyl)-7H-pyrrolo[2,3-d]pyrimidin-4-yl)amino)ethyl)-3-phenylpyrrolo[2,1-f][1,2,4]triazin-4(3H)-one), CC1(OB(OC1(C)C)C1=C2C=CNC2=CC(=C1)NS(=O)(=O)C)C (N-(4-(4,4,5,5-tetramethyl-1,3,2-dioxaborolan-2-yl)-1H-indol-6-yl)methanesulfonamide), CS(=O)(=O)N (methanesulfonamide). Reagents/catalysts: Cl[Pd]([P](C1=CC=CC=C1)(C2=CC=CC=C2)C3=CC=CC=C3)([P](C4=CC=CC=C4)(C5=CC=CC=C5)C6=CC=CC=C6)Cl (bis(triphenylphosphine)palladium(II) dichloride). Product: O=C1N(C(=NN2C1=CC=C2)[C@H](C)NC=2C1=C(N=CN2)N(C=C1C1=C2C=CNC2=CC(=C1)NS(=O)(=O)C)COCC[Si](C)(C)C)C1=CC=CC=C1 ((S)—N-(4-(4-((1-(4-Oxo-3-phenyl-3,4-dihydropyrrolo[2,1-f][1,2,4]triazin-2-yl)ethyl)amino)-7-((2-(trimethylsilyl)ethoxy)methyl)-7H-pyrrolo[2,3-d]pyrimidin-5-yl)-1H-indol-6-yl)methanesulfonamide). The yield is 97.3%. RXN SMILES: Br[C:2]1[C:10]2[C:9]([NH:11][C@H:12]([C:14]3[N:19]([C:20]4[CH:25]=[CH:24][CH:23]=[CH:22][CH:21]=4)[C:18](=[O:26])[C:17]4=[CH:27][CH:28]=[CH:29][N:16]4[N:15]=3)[CH3:13])=[N:8][CH:7]=[N:6][C:5]=2[N:4]([CH2:30][O:31][CH2:32][CH2:33][Si:34]([CH3:37])([CH3:36])[CH3:35])[CH:3]=1.CC1(C)C(C)(C)OB([C:46]2[CH:54]=[C:53]([NH:55][S:56]([CH3:59])(=[O:58])=[O:57])[CH:52]=[C:51]3[C:47]=2[CH:48]=[CH:49][NH:50]3)O1.CS(N)(=O)=O.B1(B2OC(C)(C)C(C)(C)O2)OC(C)(C)C(C)(C)O1.C(=O)([O-])[O-].[Na+].[Na+]>Cl[Pd](Cl)([P](C1C=CC=CC=1)(C1C=CC=CC=1)C1C=CC=CC=1)[P](C1C=CC=CC=1)(C1C=CC=CC=1)C1C=CC=CC=1>[O:26]=[C:18]1[C:17]2=[CH:27][CH:28]=[CH:29][N:16]2[N:15]=[C:14]([C@@H:12]([NH:11][C:9]2[C:10]3[C:2]([C:46]4[CH:54]=[C:53]([NH:55][S:56]([CH3:59])(=[O:57])=[O:58])[CH:52]=[C:51]5[C:47]=4[CH:48]=[CH:49][NH:50]5)=[CH:3][N:4]([CH2:30][O:31][CH2:32][CH2:33][Si:34]([CH3:37])([CH3:36])[CH3:35])[C:5]=3[N:6]=[CH:7][N:8]=2)[CH3:13])[N:19]1[C:20]1[CH:25]=[CH:24][CH:23]=[CH:22][CH:21]=1 |f:4.5.6,^1:92,111|. Procedure details: (S)-2-(1-((5-Bromo-7-((2-(trimethylsilyl)ethoxy)methyl)-7H-pyrrolo[2,3-d]pyrimidin-4-yl)amino)ethyl)-3-phenylpyrrolo[2,1-f][1,2,4]triazin-4(3H)-one (125 mg, 0.22 mmol) was treated with N-(4-(4,4,5,5-tetramethyl-1,3,2-dioxaborolan-2-yl)-1H-indol-6-yl)methanesulfonamide (187 mg, 0.56 mmol, prepared from N-(4-bromo)-1H-indol-6-yl)methanesulfonamide, which is described at WO 2009147188 A1 20091210, and bis(pinacolato)diboron according to Preparation 119b), sodium carbonate (60 mg, 0.57 mmols) and bi... RXN SMILES: [CH3:50][I:51].[CH3:52][C:53]#[N:54].[K+:44].[K+:45].[O-:46][C:47]([O-:48])=[O:49].[n:1]1[nH:2][n:3][n:4][c:5]1[CH2:6][CH2:7][CH2:8][CH2:9][CH2:10][NH:11][C:12](=[O:13])[NH:14][C:15]([CH2:16][c:17]1[cH:18][cH:19][cH:20][cH:21][cH:22]1)([c:23]1[cH:24][cH:25][c:26]([F:29])[cH:27][cH:28]1)[c:30]1[cH:31][c:32]([F:43])[cH:33][c:34]([O:36][C:37]([CH:38]([F:39])[F:40])([F:41])[F:42])[cH:35]1>>[n:1]1[n:2]([CH3:47])[n:3][n:4][c:5]1[CH2:6][CH2:7][CH2:8][CH2:9][CH2:10][NH:11][C:12](=[O:13])[NH:14][C:15]([CH2:16][c:17]1[cH:18][cH:19][cH:20][cH:21][cH:22]1)([c:23]1[cH:24][cH:25][c:26]([F:29])[cH:27][cH:28]1)[c:30]1[cH:31][c:32]([F:43])[cH:33][c:34]([O:36][C:37]([CH:38]([F:39])[F:40])([F:41])[F:42])[cH:35]1. Yields the product Cn1nnc(CCCCCNC(=O)NC(Cc2ccccc2)(c2ccc(F)cc2)c2cc(F)cc(OC(F)(F)C(F)F)c2)n1. Starting materials: CI, CC#N, [K+], [K+], O=C([O-])[O-], O=C(NCCCCCc1nn[nH]n1)NC(Cc1ccccc1)(c1ccc(F)cc1)c1cc(F)cc(OC(F)(F)C(F)F)c1. Reactants: C1COCCO1, CN1CCCC1C(=O)N(C)C1CCNCC1, CCOC(C)=O, COc1cc2nc(Cl)nc(Nc3ccc(Cl)cc3F)c2cc1OC, Cl, Cl, Cl, C1CCC2=NCCCN2CC1, O. Product: COc1cc2nc(N3CCC(N(C)C(=O)C4CCCN4C)CC3)nc(Nc3ccc(Cl)cc3F)c2cc1OC. As a reaction SMILES: [CH2:55]1[O:56][CH2:57][CH2:58][O:59][CH2:60]1.[CH3:28][N:29]([C:30]([CH:31]1[N:32]([CH3:36])[CH2:33][CH2:34][CH2:35]1)=[O:37])[CH:38]1[CH2:39][CH2:40][NH:41][CH2:42][CH2:43]1.[CH3:62][CH2:63][O:64][C:65](=[O:66])[CH3:67].[Cl:2][c:3]1[n:4][c:5]2[cH:6][c:7]([O:24][CH3:25])[c:8]([O:22][CH3:23])[cH:9][c:10]2[c:11]([NH:13][c:14]2[c:15]([F:21])[cH:16][c:17]([Cl:20])[cH:18][cH:19]2)[n:12]1.[ClH:1].[ClH:26].[ClH:27].[N:44]12[CH2:45][CH2:46][CH2:47][N:48]=[C:49]1[CH2:50][CH2:51][CH2:52][CH2:53][CH2:54]2.[OH2:61]>>[c:3]1([N:41]2[CH2:40][CH2:39][CH:38]([N:29]([CH3:28])[C:30]([CH:31]3[N:32]([CH3:36])[CH2:33][CH2:34][CH2:35]3)=[O:37])[CH2:43][CH2:42]2)[n:4][c:5]2[cH:6][c:7]([O:24][CH3:25])[c:8]([O:22][CH3:23])[cH:9][c:10]2[c:11]([NH:13][c:14]2[c:15]([F:21])[cH:16][c:17]([Cl:20])[cH:18][cH:19]2)[n:12]1. Starting materials: [C-]#N, CC[Al+]CC, CC(C)[O-], CC(C)[O-], CC(C)[O-], CC(C)[O-], ClCCCl, ClCCl, CCOC(=O)N1CCC(=O)C1, OC1CCNCC1, [Ti+4]. Yields the product CCOC(=O)N1CCC(C#N)(N2CCC(O)CC2)C1. Reaction SMILES: [C-:19]#[N:20].[CH2:21]([Al+:22][CH2:23][CH3:24])[CH3:25].[CH3:33][CH:34]([CH3:35])[O-:36].[CH3:38][CH:39]([CH3:40])[O-:41].[CH3:42][CH:43]([CH3:44])[O-:45].[CH3:46][CH:47]([CH3:48])[O-:49].[Cl:26][CH2:27][CH2:28][Cl:29].[Cl:30][CH2:31][Cl:32].[O:8]=[C:9]1[CH2:10][N:11]([C:14](=[O:15])[O:16][CH2:17][CH3:18])[CH2:12][CH2:13]1.[OH:1][CH:2]1[CH2:3][CH2:4][NH:5][CH2:6][CH2:7]1.[Ti+4:37]>>[OH:1][CH:2]1[CH2:3][CH2:4][N:5]([C:9]2([C:19]#[N:20])[CH2:10][N:11]([C:14](=[O:15])[O:16][CH2:17][CH3:18])[CH2:12][CH2:13]2)[CH2:6][CH2:7]1.